This data is from the Open Reaction Database (ORD), a public repository of structured organic reaction records. The task is: describe an organic reaction: reactants, conditions, products, and yield Starting materials: CO, O=C1CCN(c2ccc([N+](=O)[O-])cc2)CC1. RXN SMILES: [CH3:17][OH:18].[N+:1]([O-:2])(=[O:3])[c:4]1[cH:5][cH:6][c:7]([N:10]2[CH2:11][CH2:12][C:13](=[O:16])[CH2:14][CH2:15]2)[cH:8][cH:9]1>>[NH2:1][c:4]1[cH:5][cH:6][c:7]([N:10]2[CH2:11][CH2:12][C:13](=[O:16])[CH2:14][CH2:15]2)[cH:8][cH:9]1. Product: Nc1ccc(N2CCC(=O)CC2)cc1.